Dataset: the Open Reaction Database (ORD), a public repository of structured organic reaction records. Task: describe an organic reaction: reactants, conditions, products, and yield The reactants are CON, CC(=O)C(c1ccc(Cl)cc1)C(C)CC#N, Cl, Cl, c1ccncc1. Yields the product CON=C(C)C(c1ccc(Cl)cc1)C(C)CC#N. RXN SMILES: [CH3:17][O:18][NH2:19].[Cl:1][c:2]1[cH:3][cH:4][c:5]([CH:8]([CH:9]([CH2:10][C:11]#[N:12])[CH3:13])[C:14]([CH3:15])=[O:16])[cH:6][cH:7]1.[ClH:20].[ClH:21].[cH:22]1[cH:23][cH:24][n:25][cH:26][cH:27]1>>[Cl:1][c:2]1[cH:3][cH:4][c:5]([CH:8]([CH:9]([CH2:10][C:11]#[N:12])[CH3:13])[C:14]([CH3:15])=[N:19][O:18][CH3:17])[cH:6][cH:7]1. Reactants: C1(=CC=CC=C1)NC(=O)N1CCC=2C3=C(N=CC2C1)NN=C3C3=CCN(CC3)C(=O)OC(C)(C)C (tert-butyl 4-(7-(phenylcarbamoyl)-6,7,8,9-tetrahydro-3H-pyrazolo[3,4-c][2,7]naphthyridin-1-yl)-5,6-dihydropyridine-1(2H)-carboxylate), Cl (HCl). The solvent is ClCCl (dichloromethane), O1CCOCC1 (1,4-dioxane). The product is [Cl-].C1(=CC=CC=C1)NC(=O)N1CCC=2C3=C(N=CC2C1)NN=C3C=3CC[NH2+]CC3 (4-(7-(phenylcarbamoyl)-6,7,8,9-tetrahydro-3H-pyrazolo[3,4-c][2,7]naphthyridin-1-yl)-1,2,3,6-tetrahydropyridinium chloride). RXN SMILES: [C:1]1([NH:7][C:8]([N:10]2[CH2:19][C:18]3[CH:17]=[N:16][C:15]4[NH:20][N:21]=[C:22]([C:23]5[CH2:28][CH2:27][N:26](C(OC(C)(C)C)=O)[CH2:25][CH:24]=5)[C:14]=4[C:13]=3[CH2:12][CH2:11]2)=[O:9])[CH:6]=[CH:5][CH:4]=[CH:3][CH:2]=1.[ClH:36]>ClCCl.O1CCOCC1>[Cl-:36].[C:1]1([NH:7][C:8]([N:10]2[CH2:19][C:18]3[CH:17]=[N:16][C:15]4[NH:20][N:21]=[C:22]([C:23]5[CH2:28][CH2:27][NH2+:26][CH2:25][CH:24]=5)[C:14]=4[C:13]=3[CH2:12][CH2:11]2)=[O:9])[CH:2]=[CH:3][CH:4]=[CH:5][CH:6]=1 |f:4.5|. Reported procedure: To a solution of tert-butyl 4-(7-(phenylcarbamoyl)-6,7,8,9-tetrahydro-3H-pyrazolo[3,4-c][2,7]naphthyridin-1-yl)-5,6-dihydropyridine-1(2H)-carboxylate (0.06 g, 0.12 mmol) was dissolved in dichloromethane (5 mL) and 4M HCl in 1,4-dioxane (0.5 mL) was added and stirred till complete as observed by LCMS. The reaction mixture was then evaporated in vacuo. (0.04 g, 80%). M.p.=230-231° C.; 400 MHz 1H NMR (DMSO-d6) δ: 9.35 (br s, 2H), 8.78 (s, 1H), 8.36 (s, 1H), 7.52-7.49 (d, J=7.4 Hz, 2H), 7.24-7.22 (t... RXN SMILES: [Br:1][CH2:2][CH2:3][CH2:4][OH:5].[CH2:29]([N+:30]([CH2:31][CH2:32][CH2:33][CH3:34])([CH2:35][CH2:36][CH2:37][CH3:38])[CH2:39][CH2:40][CH2:41][CH3:42])[CH2:43][CH2:44][CH3:45].[CH3:47][c:48]1[cH:49][cH:50][cH:51][cH:52][cH:53]1.[Cl:6][c:7]1[c:8]([OH:20])[c:9]([Cl:19])[cH:10][c:11]([O:13][CH2:14][CH:15]=[C:16]([Cl:17])[Cl:18])[cH:12]1.[I-:28].[Na+:22].[OH-:21].[OH2:46].[S:23](=[O:24])(=[O:25])([OH:26])[OH:27]>>[CH2:2]([CH2:3][CH2:4][OH:5])[O:20][c:8]1[c:7]([Cl:6])[cH:12][c:11]([O:13][CH2:14][CH:15]=[C:16]([Cl:17])[Cl:18])[cH:10][c:9]1[Cl:19]. Yields the product OCCCOc1c(Cl)cc(OCC=C(Cl)Cl)cc1Cl. Reactants: OCCCBr, CCCC[N+](CCCC)(CCCC)CCCC, Cc1ccccc1, Oc1c(Cl)cc(OCC=C(Cl)Cl)cc1Cl, [I-], [Na+], [OH-], O, O=S(=O)(O)O. Starting materials: S(O)(O)(=O)=O (sulfuric acid), BrC=1N(C(=C(N1)C#N)C#N)CC#CC (2-bromo-1-(2-butynyl)-1H-imidazole-4,5-dicarbonitrile), C(C)O (ethanol). Yields the product BrC=1N(C(=C(N1)C(=O)OCC)C#N)CC#CC (Ethyl 2-bromo-1-(2-butynyl)-5-cyano-1H-imidazole-4-carboxylate). As a reaction SMILES: S(=O)(=O)(O)[OH:2].[Br:6][C:7]1[N:8]([CH2:16][C:17]#[C:18][CH3:19])[C:9]([C:14]#[N:15])=[C:10]([C:12]#N)[N:11]=1.[CH2:20]([OH:22])[CH3:21]>>[Br:6][C:7]1[N:8]([CH2:16][C:17]#[C:18][CH3:19])[C:9]([C:14]#[N:15])=[C:10]([C:12]([O:22][CH2:20][CH3:21])=[O:2])[N:11]=1. Procedure details: 25 ml of concentrated sulfuric acid was added to a 500 ml ethanol solution of 48.0 g of 2-bromo-1-(2-butynyl)-1H-imidazole-4,5-dicarbonitrile, and the mixture was heated under reflux for 110 hours. The reaction solution was cooled to room temperature, and then concentrated under reduced pressure. The residue was dissolved in a mixture consisting of 500 ml of ethyl acetate and 500 ml of water, and the pH of the solution was adjusted to 8 using potassium hydroxide. The aqueous layer was extracted ... Starting materials: Cc1cn(CCN)c(C)n1, COc1ccc(CCC=O)cc1F. Product: COc1ccc(CCC2NCCn3c(C)nc(C)c32)cc1F. RXN SMILES: [CH3:1][c:2]1[n:3]([CH2:8][CH2:9][NH2:10])[cH:4][c:5]([CH3:7])[n:6]1.[F:11][c:12]1[cH:13][c:14]([CH2:20][CH2:21][CH:22]=[O:23])[cH:15][cH:16][c:17]1[O:18][CH3:19]>>[CH3:1][c:2]1[n:3]2[c:4]([c:5]([CH3:7])[n:6]1)[CH:22]([CH2:21][CH2:20][c:14]1[cH:13][c:12]([F:11])[c:17]([O:18][CH3:19])[cH:16][cH:15]1)[NH:10][CH2:9][CH2:8]2. Reactants: N1(CCCCC1)[C@H]1CN(CC1)C=1SC2=C(N1)C=CC(=C2)O ((R)-2-(3-(piperidin-1-yl)pyrrolidin-1-yl)benzo[d]thiazol-6-ol), ClC=1N=NC(=CC1)OC (3-chloro-6-methoxypyridazine), [O-]P(=O)([O-])[O-].[K+].[K+].[K+] (potassium phosphate tribasic). Reagents/catalysts: C(C)(=O)[O-].[Pd+2].C(C)(=O)[O-] (palladium(II) acetate). Run in C1(=CC=CC=C1)C (toluene), [OH-].[Na+] (NaOH). Run at temperature 100 celsius. The product is COC1=CC=C(N=N1)OC1=CC2=C(N=C(S2)N2C[C@@H](CC2)N2CCCCC2)C=C1 ((R)-6-(6-methoxypyridazin-3-yloxy)-2-(3-(piperidin-1-yl)pyrrolidin-1-yl)benzo[d]thiazole). RXN SMILES: [N:1]1([C@@H:7]2[CH2:11][CH2:10][N:9]([C:12]3[S:13][C:14]4[CH:20]=[C:19]([OH:21])[CH:18]=[CH:17][C:15]=4[N:16]=3)[CH2:8]2)[CH2:6][CH2:5][CH2:4][CH2:3][CH2:2]1.Cl[C:23]1[N:24]=[N:25][C:26]([O:29][CH3:30])=[CH:27][CH:28]=1.[O-]P([O-])([O-])=O.[K+].[K+].[K+]>C1(C)C=CC=CC=1.[OH-].[Na+].C([O-])(=O)C.[Pd+2].C([O-])(=O)C>[CH3:30][O:29][C:26]1[N:25]=[N:24][C:23]([O:21][C:19]2[CH:18]=[CH:17][C:15]3[N:16]=[C:12]([N:9]4[CH2:10][CH2:11][C@@H:7]([N:1]5[CH2:6][CH2:5][CH2:4][CH2:3][CH2:2]5)[CH2:8]4)[S:13][C:14]=3[CH:20]=2)=[CH:28][CH:27]=1 |f:2.3.4.5,7.8,9.10.11|. Reported procedure: A mixture of (R)-2-(3-(piperidin-1-yl)pyrrolidin-1-yl)benzo[d]thiazol-6-ol (Example 47, 40 mg, 0.132 mmol), 3-chloro-6-methoxypyridazine (28.6 mg, 0.198 mmol), palladium(II) acetate (2.96 mg, 0.013 mmol), and potassium phosphate tribasic (84 mg, 0.40 mmol) in toluene (1 mL) was heated at 100° C. over night, cooled, diluted with 1 M NaOH (5 mL) and extracted with CH2Cl2 (2×25 mL). The combined CH2Cl2 layers were dried (MgSO4), filtered, concentrated and chromatographed on silica gel eluting with ...